From a dataset of the Open Reaction Database (ORD), a public repository of structured organic reaction records. describe an organic reaction: reactants, conditions, products, and yield The reactants are COC(=O)c1ccc(C(=O)NCc2ccc3cc[nH]c3c2)cc1Cl, CO, [Li+], C1CCOC1, [OH-], O, O. Product: O=C(NCc1ccc2cc[nH]c2c1)c1ccc(C(=O)O)c(Cl)c1. RXN SMILES: [CH3:1][O:2][C:3]([c:4]1[c:5]([Cl:23])[cH:6][c:7]([C:10](=[O:11])[NH:12][CH2:13][c:14]2[cH:15][cH:16][c:17]3[cH:18][cH:19][nH:20][c:21]3[cH:22]2)[cH:8][cH:9]1)=[O:24].[CH3:28][OH:29].[Li+:27].[O:30]1[CH2:31][CH2:32][CH2:33][CH2:34]1.[OH-:26].[OH2:25].[OH2:35]>>[O:2]=[C:3]([c:4]1[c:5]([Cl:23])[cH:6][c:7]([C:10](=[O:11])[NH:12][CH2:13][c:14]2[cH:15][cH:16][c:17]3[cH:18][cH:19][nH:20][c:21]3[cH:22]2)[cH:8][cH:9]1)[OH:24]. Reactants: O1CCNC2=C1C=C(C=C2)OC2=C1C3=C(C(NC1=NC=C2)=O)C=CC=C3 (1-(3,4-Dihydro-2H-benzo[1,4]oxazin-7-yloxy)-5H-benzo[c][1,8]naphthyridin-6-one), N(=C=O)C1=CC=CC=C1 (isocyanato benzene). Product: C1(=CC=CC=C1)NC(=O)N1CCOC2=C1C=CC(=C2)OC2=C1C3=C(C(NC1=NC=C2)=O)C=CC=C3 (7-(6-Oxo-5,6-dihydro-benzo[c][1,8]naphthyridin-1-yloxy)-2,3-dihydro-benzo[1,4]oxazine-4-carboxylic acid phenylamide). Yield: 7.7%. RXN SMILES: [O:1]1[C:6]2[CH:7]=[C:8]([O:11][C:12]3[CH:21]=[CH:20][N:19]=[C:18]4[C:13]=3[C:14]3[CH:26]=[CH:25][CH:24]=[CH:23][C:15]=3[C:16](=[O:22])[NH:17]4)[CH:9]=[CH:10][C:5]=2[NH:4][CH2:3][CH2:2]1.[N:27]([C:30]1[CH:35]=[CH:34][CH:33]=[CH:32][CH:31]=1)=[C:28]=[O:29]>>[C:30]1([NH:27][C:28]([N:4]2[C:5]3[CH:10]=[CH:9][C:8]([O:11][C:12]4[CH:21]=[CH:20][N:19]=[C:18]5[C:13]=4[C:14]4[CH:26]=[CH:25][CH:24]=[CH:23][C:15]=4[C:16](=[O:22])[NH:17]5)=[CH:7][C:6]=3[O:1][CH2:2][CH2:3]2)=[O:29])[CH:35]=[CH:34][CH:33]=[CH:32][CH:31]=1. Reported procedure: The title compound was synthesized according to the procedure described for the preparation of Example 221 using 218 (50 mg, 0.14 mmol) and isocyanato benzene (26 mg, 0.22 mmol) to provide 223 (5 mg, 7% yield) as a tan solid. LC-MS (M+H=465, obsd.=465). Reaction SMILES: [CH2:9]1[CH2:10][O:11][CH2:12][CH2:13][NH:14]1.[CH:27]([OH:28])([CH3:29])[CH3:30].[Cu:31][I:32].[I:1][c:2]1[cH:3][c:4]([I:8])[cH:5][cH:6][cH:7]1.[K+:20].[K+:21].[K+:22].[OH:23][CH2:24][CH2:25][OH:26].[P:15]([O-:16])([O-:17])([O-:18])=[O:19]>>[c:2]1([N:14]2[CH2:9][CH2:10][O:11][CH2:12][CH2:13]2)[cH:3][c:4]([I:8])[cH:5][cH:6][cH:7]1. Product: Ic1cccc(N2CCOCC2)c1. The reactants are C1COCCN1, CC(C)O, [Cu]I, Ic1cccc(I)c1, [K+], [K+], [K+], OCCO, O=P([O-])([O-])[O-]. Starting materials: C(C1=CC=CC=C1)N1CC(C(C(C1)CC#C)=O)C (1-Benzyl-3-methyl-5-prop-2-ynyl-4-piperidone), mercuric oxide, B(F)(F)F (boron trifluoride), ClC(C(=O)O)(Cl)Cl (trichloroacetic acid). Run in CO (methanol), CO (methanol). Run at time 3 hour. The product is C(C(=O)C)C1CN(CC(C1=O)C)CC1=CC=CC=C1 (3-Acetonyl-1-benzyl-5-methyl-4-piperidone). The yield is 63630.3%. RXN SMILES: [CH2:1]([N:8]1[CH2:13][CH:12]([CH2:14][C:15]#[CH:16])[C:11](=[O:17])[CH:10]([CH3:18])[CH2:9]1)[C:2]1[CH:7]=[CH:6][CH:5]=[CH:4][CH:3]=1.B(F)(F)F.ClC(Cl)(Cl)C(O)=[O:26]>CO>[CH2:14]([CH:12]1[C:11](=[O:17])[CH:10]([CH3:18])[CH2:9][N:8]([CH2:1][C:2]2[CH:3]=[CH:4][CH:5]=[CH:6][CH:7]=2)[CH2:13]1)[C:15]([CH3:16])=[O:26]. Procedure: A solution of the crude 1-benzyl-3-methyl-5-prop-2-ynyl-4-piperidone (10 g)from Example 5 in methanol (15 ml) was added dropwise to a stirred mixture of red mercuric oxide (1.5 g), boron trifluoride diethyletherate (1.1 ml),trichloroacetic acid (10 mg) and methanol (5 ml). The resulting mixture wasstirred for 3 hours at room temperature and then filtered and the filtrate evaporated. The residue was treated at 50° C for 1 hour with 10% sulphuric acid (100 ml), the mixture filtered and the filtrat... Starting materials: ClC=1N=C(N=NC1C(=O)OCC)SC (ethyl 5-chloro-3-(methylthio)-1,2,4-triazine-6-carboxylate), Cl.C1(CCCC1)N1CCC(CC1)C1=CC=C(N)C=C1 (4-(1-cyclopentylpiperidin-4-yl)aniline hydrochloride), N (ammonia), CCN(C(C)C)C(C)C (DIEA). The solvent is C(C)#N (acetonitrile). Run at time 30 minute. Product: C1(CCCC1)N1CCC(CC1)C1=CC=C(C=C1)NC=1N=C(N=NC1C(=O)N)SC (5-(4-(1-cyclopentylpiperidin-4-yl)phenylamino)-3-(methylthio)-1,2,4-triazine-6-carboxamide). The yield is 82.0%. As a reaction SMILES: Cl[C:2]1[N:3]=[C:4]([S:13][CH3:14])[N:5]=[N:6][C:7]=1[C:8]([O:10]CC)=O.Cl.[CH:16]1([N:21]2[CH2:26][CH2:25][CH:24]([C:27]3[CH:33]=[CH:32][C:30]([NH2:31])=[CH:29][CH:28]=3)[CH2:23][CH2:22]2)[CH2:20][CH2:19][CH2:18][CH2:17]1.CC[N:36](C(C)C)C(C)C.N>C(#N)C>[CH:16]1([N:21]2[CH2:26][CH2:25][CH:24]([C:27]3[CH:28]=[CH:29][C:30]([NH:31][C:2]4[N:3]=[C:4]([S:13][CH3:14])[N:5]=[N:6][C:7]=4[C:8]([NH2:36])=[O:10])=[CH:32][CH:33]=3)[CH2:23][CH2:22]2)[CH2:17][CH2:18][CH2:19][CH2:20]1 |f:1.2|. Procedure: To ethyl 5-chloro-3-(methylthio)-1,2,4-triazine-6-carboxylate (1) (120 mg, 0.50 mmol) in acetonitrile (10 mL) was added 4-(1-cyclopentylpiperidin-4-yl)aniline hydrochloride (304) (140 mg, 0.50 mmol) and then DIEA (180 μL, 1.0 mmol). The mixture was stirred at RT for 30 min. To the mixture was then added ammonia (7.0 N solution in methanol, 15 mL). The mixture turned cloudy in 10 min and then into a suspension. The mixture was stirred for 2 hours, concentrated in vacuo to ½ of the volume, and the... Starting materials: ClC1=CC(=NC(=N1)SC)NN (6-chloro-4-hydrazinyl-2-methylthiopyrimidine), C[S-].[Na+] (sodium methyl mercaptide). Solvent: CO (methanol). Reaction conditions: temperature 20 celsius. Yields the product CSC=1NC(C=CN1)(NN)SC (2,6-bis(methylthio)-6-hydrazinylpyrimidine). The yield is 65.1%. As a reaction SMILES: Cl[C:2]1[N:7]=[C:6]([S:8][CH3:9])[N:5]=[C:4]([NH:10][NH2:11])[CH:3]=1.[CH3:12][S-:13].[Na+]>CO>[CH3:9][S:8][C:6]1[NH:5][C:4]([S:13][CH3:12])([NH:10][NH2:11])[CH:3]=[CH:2][N:7]=1 |f:1.2|. Reported procedure: A mixture of the known compound 6-chloro-4-hydrazinyl-2-methylthiopyrimidine (15 g, 0.079 mole) and 21 g (0.1 mole) of sodium methyl mercaptide in 250 ml of methanol was heated at reflux for about 16 hours, and was then allowed to cool to about 20° C. The solid precipitate was separated by filtration, washed with methanol and water and dried. The filtrate was evaporated to provide a solid residue. This residue was then washed thoroughly with water and combined with the precipitate. The solids we... Starting materials: C(C1=CC=CC=C1)(=O)C1=C(C=NC=C1)C=O (4-benzoyl-pyridine-3-carbaldehyde), C1(=CC=CC=C1)[Mg]Br (phenylmagnesium bromide). Solvent: C1CCOC1 (THF), C1CCOC1 (THF). Reaction conditions: time 15 minute. Product: OC(C=1C=NC=CC1C(=O)C1=CC=CC=C1)C1=CC=CC=C1 ([3-(hydroxy-phenyl-methyl)-pyridin-4-yl]-phenyl-methanone). Reaction SMILES: [C:1]([C:9]1[CH:14]=[CH:13][N:12]=[CH:11][C:10]=1[CH:15]=[O:16])(=[O:8])[C:2]1[CH:7]=[CH:6][CH:5]=[CH:4][CH:3]=1.[C:17]1([Mg]Br)[CH:22]=[CH:21][CH:20]=[CH:19][CH:18]=1>C1COCC1>[OH:16][CH:15]([C:17]1[CH:22]=[CH:21][CH:20]=[CH:19][CH:18]=1)[C:10]1[CH:11]=[N:12][CH:13]=[CH:14][C:9]=1[C:1]([C:2]1[CH:3]=[CH:4][CH:5]=[CH:6][CH:7]=1)=[O:8]. Procedure details: To a solution of 4-benzoyl-pyridine-3-carbaldehyde (97 mg, ol) in THF (5 mL) at −78° C. was added 1.0M phenylmagnesium bromide in THF (0.46 mL) and the reaction mixture stirred for 15 min. The reaction mixture was then quenched with aqueous ammonium chloride and extracted with ethyl acetate. The organic layer was dried over sodium sulfate, concentrated, and the residue purified by preparation TLC of silica gel with 10% methanol in dichloromethane to yield [3-(hydroxy-phenyl-methyl)-pyridin-4-yl]... Reactants: O=S(=O)(c1ccccc1)n1ccc2cc(OCc3ccccc3)ccc21, C1=CCCCC1, CCO, Cl. Product: O=S(=O)(c1ccccc1)n1ccc2cc(O)ccc21. RXN SMILES: [CH2:1]([c:2]1[cH:3][cH:4][cH:5][cH:6][cH:7]1)[O:8][c:9]1[cH:10][c:11]2[cH:12][cH:13][n:14]([S:18](=[O:19])(=[O:20])[c:21]3[cH:22][cH:23][cH:24][cH:25][cH:26]3)[c:15]2[cH:16][cH:17]1.[CH2:27]1[CH2:28][CH:29]=[CH:30][CH2:31][CH2:32]1.[CH3:34][CH2:35][OH:36].[ClH:33]>>[OH:8][c:9]1[cH:10][c:11]2[cH:12][cH:13][n:14]([S:18](=[O:19])(=[O:20])[c:21]3[cH:22][cH:23][cH:24][cH:25][cH:26]3)[c:15]2[cH:16][cH:17]1. Starting materials: C(=O)=O (CO2), CC=1C=NC=2CCCCC2C1 (3-methyl-5,6,7,8-tetrahydroquinoline), C1(=CC=CC=C1)[Li] (Phenyl lithium), solution. Run in CCOCC (ether), CCOCC (ether). The product is COC(=O)C1CCCC=2C=C(C=NC12)C (methyl-3-methyl-5,6,7,8-tetrahydroquinoline-8-carboxylate). Reaction SMILES: [CH3:1][C:2]1[CH:3]=[N:4][C:5]2[CH2:6][CH2:7][CH2:8][CH2:9][C:10]=2[CH:11]=1.[C:12]1([Li])C=CC=CC=1.[C:19](=[O:21])=[O:20]>CCOCC>[CH3:12][O:20][C:19]([CH:6]1[C:5]2[N:4]=[CH:3][C:2]([CH3:1])=[CH:11][C:10]=2[CH2:9][CH2:8][CH2:7]1)=[O:21]. Procedure details: A 3-necked flask is charged with 3-methyl-5,6,7,8-tetrahydroquinoline (45 g. 0.29 moles) and ether (400 ml). Phenyl lithium solution (330 ml. of a 1 molar solution 0.3 moles in ether is added to the stirred solution at a rate to give gentle reflux. Reflux is maintained for 2 hours. After cooling in an ice-bath CO2 is bubbled through the resulting red solution of 8-lithio-3-methyl-5,6,7,8-tetrahydroquinoline till no further colour change. The mixture is further treated with methanolic HCl as desc...